Dataset: the Open Reaction Database (ORD), a public repository of structured organic reaction records. Task: describe an organic reaction: reactants, conditions, products, and yield Starting materials: C=O (formaldehyde), FC(C1=CC2=C(NC3=C(N=C2N2C[C@@H](NCC2)CCOC)C=CC=C3)C=C1)(F)F ((S)-2-trifluoromethyl-11-[3-(2-methoxy-ethyl)-piperazin-1-yl]-5H-dibenzo[b,e][1,4]diazepine), C(C)(=O)O[BH-](OC(C)=O)OC(C)=O.[Na+] (sodium triacetoxyborohydride). The solvent is ClC(C)Cl (dichloroethane). Conditions: time 2 minute. Yields the product FC(C1=CC2=C(NC3=C(N=C2N2C[C@@H](N(CC2)C)CCOC)C=CC=C3)C=C1)(F)F ((S)-2-Trifluoromethyl-11-[3-(2-methoxy-ethyl)-4-methyl-piperazin-1-yl]-5H-dibenzo[b,e][1,4]diazepine). Isolated yield 81.0%. As a reaction SMILES: C=O.[F:3][C:4]([F:31])([F:30])[C:5]1[CH:29]=[CH:28][C:8]2[NH:9][C:10]3[CH:27]=[CH:26][CH:25]=[CH:24][C:11]=3[N:12]=[C:13]([N:14]3[CH2:19][CH2:18][NH:17][C@@H:16]([CH2:20][CH2:21][O:22][CH3:23])[CH2:15]3)[C:7]=2[CH:6]=1.[C:32](O[BH-](OC(=O)C)OC(=O)C)(=O)C.[Na+]>ClC(Cl)C>[F:31][C:4]([F:30])([F:3])[C:5]1[CH:29]=[CH:28][C:8]2[NH:9][C:10]3[CH:27]=[CH:26][CH:25]=[CH:24][C:11]=3[N:12]=[C:13]([N:14]3[CH2:19][CH2:18][N:17]([CH3:32])[C@@H:16]([CH2:20][CH2:21][O:22][CH3:23])[CH2:15]3)[C:7]=2[CH:6]=1 |f:2.3|. Reported procedure: Add aqueous 37% formaldehyde (1.1 equiv.) to a solution of (S)-2-trifluoromethyl-11-[3-(2-methoxy-ethyl)-piperazin-1-yl]-5H-dibenzo[b,e][1,4]diazepine (470 mg) in dichloroethane (0.2M). Stir the mixture 2 minutes and add sodium triacetoxyborohydride (1.5 equiv). Stir the suspension for 30 minutes and quench with a saturated aqueous solution of sodium bicarbonate. Extract the aqueous phase 3 times with dichloromethane and combine the organic phases, dry over magnesium sulfate, filter and concentr...